Dataset: the Open Reaction Database (ORD), a public repository of structured organic reaction records. Task: describe an organic reaction: reactants, conditions, products, and yield Starting materials: C1(=CC=CC=C1)C(C=O)(CC#C)C1=CC=CC=C1 (2,2-diphenyl-2-(2-propynyl)acetaldehyde), mercuric acetate, S(O)(O)(=O)=O (sulfuric acid). The solvent is O (water), C(C)(=O)O (acetic acid), C(C)(=O)O (acetic acid), O (water). Yields the product C(C)(=O)CC(C=O)(C1=CC=CC=C1)C1=CC=CC=C1 (3-acetyl-2,2-diphenylpropionaldehyde). Yield: 103.9%. RXN SMILES: [C:1]1([C:7]([C:13]2[CH:18]=[CH:17][CH:16]=[CH:15][CH:14]=2)([CH2:10][C:11]#[CH:12])[CH:8]=[O:9])[CH:6]=[CH:5][CH:4]=[CH:3][CH:2]=1.S(=O)(=O)(O)[OH:20]>C(O)(=O)C.O>[C:11]([CH2:10][C:7]([C:1]1[CH:2]=[CH:3][CH:4]=[CH:5][CH:6]=1)([C:13]1[CH:14]=[CH:15][CH:16]=[CH:17][CH:18]=1)[CH:8]=[O:9])(=[O:20])[CH3:12]. Procedure: A solution of 2,2-diphenyl-2-(2-propynyl)acetaldehyde (83.0 g) in acetic acid (83 ml) was added dropwise to a solution of mercuric acetate (3.1 g) and sulfuric acid (18.3 g) in a mixture of acetic acid (300 ml) and water (75 ml) over a period of 2 hours at room temperature. The reaction mixture was poured into water and extracted with diethyl ether. The extract was washed successively with water and aqueous solution of sodium bicarbonate, and evaporated in vacuo. The residue was purified by colu...